Dataset: the Open Reaction Database (ORD), a public repository of structured organic reaction records. Task: describe an organic reaction: reactants, conditions, products, and yield The reactants are Cc1ccc(S(=O)(=O)O)cc1, C#CCC(NS(=O)(=O)c1ccc(Cl)c(Cl)c1)C(=O)NCC(OC)OC, C1COCCO1, O. Product: C#CCC1C(=O)NC=CN1S(=O)(=O)c1ccc(Cl)c(Cl)c1. As a reaction SMILES: [CH3:26][c:27]1[cH:28][cH:29][c:30]([S:31]([OH:32])(=[O:33])=[O:34])[cH:35][cH:36]1.[Cl:1][c:2]1[cH:3][c:4]([S:9](=[O:10])(=[O:11])[NH:12][CH:13]([C:14](=[O:15])[NH:16][CH2:17][CH:18]([O:19][CH3:20])[O:21][CH3:22])[CH2:23][C:24]#[CH:25])[cH:5][cH:6][c:7]1[Cl:8].[O:38]1[CH2:39][CH2:40][O:41][CH2:42][CH2:43]1.[OH2:37]>>[Cl:1][c:2]1[cH:3][c:4]([S:9](=[O:10])(=[O:11])[N:12]2[CH:13]([CH2:23][C:24]#[CH:25])[C:14](=[O:15])[NH:16][CH:17]=[CH:18]2)[cH:5][cH:6][c:7]1[Cl:8]. The reactants are NC1=C(C=CC=C1)NC(=O)C=1SC=2CNCCC2N1 (N-(2-aminophenyl)-4,5,6,7-tetrahydro[1,3]thiazolo[5,4-c]pyridine-2-carboxamide), C1(=CC=C(C=C1)C(=O)O)C1=CC=CC=C1 (biphenyl-4-carboxylic acid), ON1N=NC2=C1C=CC=C2 (1-hydroxybenzotriazole), C(C)N=C=NCCCN(C)C (1-ethyl-3-(3′-dimethylaminopropyl)carbodiimide), CN1CCOCC1 (N-methylmorpholine). Run in CN(C)C=O (DMF). Conditions: temperature 0 celsius, time 8 hour. The product is NC1=C(C=CC=C1)NC(=O)C=1SC=2CN(CCC2N1)C(=O)C1=CC=C(C=C1)C1=CC=CC=C1 (N-(2-aminophenyl)-5-(biphenyl-4-ylcarbonyl)-4,5,6,7-tetrahydro[1,3]thiazolo[5,4-c]pyridine-2-carboxamide). Reaction SMILES: [C:1]1([C:10]2[CH:15]=[CH:14][CH:13]=[CH:12][CH:11]=2)[CH:6]=[CH:5][C:4]([C:7]([OH:9])=O)=[CH:3][CH:2]=1.ON1C2C=CC=CC=2N=N1.C(N=C=NCCCN(C)C)C.CN1CCOCC1.[NH2:44][C:45]1[CH:50]=[CH:49][CH:48]=[CH:47][C:46]=1[NH:51][C:52]([C:54]1[S:55][C:56]2[CH2:57][NH:58][CH2:59][CH2:60][C:61]=2[N:62]=1)=[O:53]>CN(C=O)C>[NH2:44][C:45]1[CH:50]=[CH:49][CH:48]=[CH:47][C:46]=1[NH:51][C:52]([C:54]1[S:55][C:56]2[CH2:57][N:58]([C:7]([C:4]3[CH:3]=[CH:2][C:1]([C:10]4[CH:15]=[CH:14][CH:13]=[CH:12][CH:11]=4)=[CH:6][CH:5]=3)=[O:9])[CH2:59][CH2:60][C:61]=2[N:62]=1)=[O:53]. Procedure details: To a solution of biphenyl-4-carboxylic acid (1.0 mmol) in dry 10 mL DMF, were added 1-hydroxybenzotriazole (1.2 mmol), 1-ethyl-3-(3′-dimethylaminopropyl)carbodiimide (2 mmol) and N-methylmorpholine (2.0 mmol). Solution was cooled to 0° C.N-(2-aminophenyl)-4,5,6,7-tetrahydro[1,3]thiazolo[5,4-c]pyridine-2-carboxamide obtained from step VIII of example 1 (1.1 mmole.) was then added and mixture was stirred at room temperature overnight. Reaction mixture was concentrated, diluted with water, extracte... Product: CS(=O)(=O)c1ccc(C=O)cc1F. Starting materials: CS(C)=O, CS(=O)O, O=Cc1ccc(F)c(F)c1, [Na], O. As a reaction SMILES: [CH3:11][S:12]([CH3:13])=[O:14].[CH3:16][S:17](=[O:18])[OH:19].[F:1][c:2]1[cH:3][c:4]([CH:5]=[O:6])[cH:7][cH:8][c:9]1[F:10].[Na:15].[OH2:20]>>[F:1][c:2]1[cH:3][c:4]([CH:5]=[O:6])[cH:7][cH:8][c:9]1[S:17]([CH3:16])(=[O:18])=[O:19].